Dataset: the Open Reaction Database (ORD), a public repository of structured organic reaction records. Task: describe an organic reaction: reactants, conditions, products, and yield Starting materials: IC=1C=C(C(=O)O)C=CC1OCCC (3-Iodo-4-propoxybenzoic Acid), [C-]#N.[Na+] (NaCN), C(#N)[Cu] (CuCN). Solvent: CN(C)C=O (DMF). Run at temperature 110 celsius, time 2 hour. The product is C(#N)C=1C=C(C(=O)O)C=CC1O (3-Cyano-4-hydroxybenzoic acid). Yield: 85.1%. As a reaction SMILES: I[C:2]1[CH:3]=[C:4]([CH:8]=[CH:9][C:10]=1[O:11]CCC)[C:5]([OH:7])=[O:6].[C-]#N.[Na+].[C:18]([Cu])#[N:19]>CN(C=O)C>[C:18]([C:2]1[CH:3]=[C:4]([CH:8]=[CH:9][C:10]=1[OH:11])[C:5]([OH:7])=[O:6])#[N:19] |f:1.2|. Procedure details: A mixture of the product of Example 44 Step C (0.22 g; 0.72 mmol), NaCN (0.04 g; 0.8 mmol) and CuCN (0.07 g; 0.8 mmol) in anhydrous DMF (2 ml) was stirred at ˜110° C. for 2 h under N2. This was evaporated to dryness in vacuo and the residue was suspended in H2O (10 ml) and pH was adjusted to ˜10 with 1 M NaOH. The insoluble material was removed by filtration and the filtrate was acidified to pH˜3 with diluted HCl and the product was taken up by CH2Cl2 (2×20 ml). The organic phase was dried over ... Reactants: C=1C=CC2=C(C1)C(=O)OC2(C=3C=CC(=CC3)O)C=4C=CC(=CC4)O (phenolphthalein), O (water), [OH-].[Na+] (sodium hydroxide). Solvent: C(C)O (ethanol), C(C)O (ethanol), [Zn] (zinc). The product is C1=CC=C(C(=C1)C(C2=CC=C(C=C2)O)C3=CC=C(C=C3)O)C(=O)O (Phenolphthalin). The yield is 95.0%. Reaction SMILES: [CH:1]1[CH:2]=[CH:3][C:4]2[C:10]([C:18]3[CH:19]=[CH:20][C:21]([OH:24])=[CH:22][CH:23]=3)([C:11]3[CH:12]=[CH:13][C:14]([OH:17])=[CH:15][CH:16]=3)[O:9][C:7](=[O:8])[C:5]=2[CH:6]=1.O.[OH-].[Na+]>C(O)C.[Zn]>[CH:2]1[CH:3]=[C:4]([CH:10]([C:18]2[CH:19]=[CH:20][C:21]([OH:24])=[CH:22][CH:23]=2)[C:11]2[CH:12]=[CH:13][C:14]([OH:17])=[CH:15][CH:16]=2)[C:5]([C:7]([OH:9])=[O:8])=[CH:6][CH:1]=1 |f:2.3|. Procedure: To a 3 L 3-necked flask containing 60 g of phenolphthalein (A), 450 ml of water and 525 ml of ethanol was added 450 mL of 50% sodium hydroxide solution in ethanol and 300 g of zinc powder. The contents were heated to reflux and maintained at that temperature for 12 hrs. The solution was cooled to room temperature, filtered and acidified until phenolphthalin precipitated as a white powder. This was collected by filtration and dried at 80° C. for 24 hrs at reduced pressure. Yield=95%. m.p.=234°-23... Starting materials: ClCC(=O)N1C2=C(C(NC3=C1C=CC=C3)=O)C=NC=N2 (11-chloroacetyl-5,6-dihydropyrimido[4,5-b][1,5]benzodiazepin-5-one), CNC (dimethylamine). Run in C(C)O (ethanol). Run at time 15 minute. Product: CN(C)CC(=O)N1C2=C(C(NC3=C1C=CC=C3)=O)C=NC=N2 (11-Dimethylaminoacetyl-5,6-dihydropyrimido[4,5-b][1,5]benzodiazepin-5-one). As a reaction SMILES: Cl[CH2:2][C:3]([N:5]1[C:11]2[CH:12]=[CH:13][CH:14]=[CH:15][C:10]=2[NH:9][C:8](=[O:16])[C:7]2[CH:17]=[N:18][CH:19]=[N:20][C:6]1=2)=[O:4].[CH3:21][NH:22][CH3:23]>C(O)C>[CH3:21][N:22]([CH2:2][C:3]([N:5]1[C:11]2[CH:12]=[CH:13][CH:14]=[CH:15][C:10]=2[NH:9][C:8](=[O:16])[C:7]2[CH:17]=[N:18][CH:19]=[N:20][C:6]1=2)=[O:4])[CH3:23]. Reported procedure: 5.0 g (0.0174 mol) of 11-chloroacetyl-5,6-dihydropyrimido[4,5-b][1,5]benzodiazepin-5-one are added at 10° C. to 150 ml of a saturated solution of dimethylamine in absolute ethanol, the mixture is stirred for a further 15 minutes at the same temperature and the volatile constituents are then removed on a rotary evaporator. 50 ml of saturated sodium bicarbonate solution are added to the residue, the mixture is extracted several times with chloroform and the organic phase is dried and concentrated.... Reactants: C=CCN1CCNCC1, CCO, O=C1Nc2cccnc2N(C(=O)CCl)c2ccccc21. Product: C=CCN1CCN(CC(=O)N2c3ccccc3C(=O)Nc3cccnc32)CC1. As a reaction SMILES: [CH2:21]([CH:22]=[CH2:23])[N:24]1[CH2:25][CH2:26][NH:27][CH2:28][CH2:29]1.[CH3:30][CH2:31][OH:32].[Cl:1][CH2:2][C:3](=[O:4])[N:5]1[c:6]2[c:7]([cH:17][cH:18][cH:19][n:20]2)[NH:8][C:9](=[O:16])[c:10]2[c:11]1[cH:12][cH:13][cH:14][cH:15]2>>[CH2:2]([C:3](=[O:4])[N:5]1[c:6]2[c:7]([cH:17][cH:18][cH:19][n:20]2)[NH:8][C:9](=[O:16])[c:10]2[c:11]1[cH:12][cH:13][cH:14][cH:15]2)[N:27]1[CH2:26][CH2:25][N:24]([CH2:21][CH:22]=[CH2:23])[CH2:29][CH2:28]1. Starting materials: C#CCBr, C[N+](C)(C)Cc1ccccc1, Cc1ccccc1, [Cl-], ClCCl, [Na+], [OH-], CC(C)(C)OC(=O)NCCO. Product: C#CCOCCNC(=O)OC(C)(C)C. RXN SMILES: [CH2:14]([C:15]#[CH:16])[Br:17].[CH2:19]([N+:20]([CH3:21])([CH3:22])[CH3:23])[c:24]1[cH:25][cH:26][cH:27][cH:28][cH:29]1.[CH3:33][c:34]1[cH:35][cH:36][cH:37][cH:38][cH:39]1.[Cl-:18].[Cl:30][CH2:31][Cl:32].[Na+:13].[OH-:12].[OH:1][CH2:2][CH2:3][NH:4][C:5]([O:6][C:7]([CH3:8])([CH3:9])[CH3:10])=[O:11]>>[O:1]([CH2:2][CH2:3][NH:4][C:5]([O:6][C:7]([CH3:8])([CH3:9])[CH3:10])=[O:11])[CH2:16][C:15]#[CH:14]. The reactants are Cl (hydrochloric acid), aqueous saturated solution, [OH-].[Na+] (sodium hydroxide), O1C(=CC=C1)/C(/CCC(=O)OCC)=N/OCC1=CC=C(C=C1)OCC=1N=C(OC1C)C1=CC=CC=C1 (ethyl E-4-(2-furyl)-4-[4-(5-methyl-2-phenyl-4-oxazolylmethoxy)benzyloxyimino]butyrate), CO (methanol). The solvent is O1CCCC1 (tetrahydrofuran). Conditions: time 1 hour. Yields the product O1C(=CC=C1)/C(/CCC(=O)O)=N/OCC1=CC=C(C=C1)OCC=1N=C(OC1C)C1=CC=CC=C1 (E-4-(2-furyl)-4-[4-(5-methyl-2-phenyl-4-oxazolylmethoxy)benzyloxyimino]butyric acid). Yield: 78.2%. RXN SMILES: [OH-].[Na+].[O:3]1[CH:7]=[CH:6][CH:5]=[C:4]1/[C:8](=[N:16]/[O:17][CH2:18][C:19]1[CH:24]=[CH:23][C:22]([O:25][CH2:26][C:27]2[N:28]=[C:29]([C:33]3[CH:38]=[CH:37][CH:36]=[CH:35][CH:34]=3)[O:30][C:31]=2[CH3:32])=[CH:21][CH:20]=1)/[CH2:9][CH2:10][C:11]([O:13]CC)=[O:12].CO.Cl>O1CCCC1>[O:3]1[CH:7]=[CH:6][CH:5]=[C:4]1/[C:8](=[N:16]/[O:17][CH2:18][C:19]1[CH:24]=[CH:23][C:22]([O:25][CH2:26][C:27]2[N:28]=[C:29]([C:33]3[CH:34]=[CH:35][CH:36]=[CH:37][CH:38]=3)[O:30][C:31]=2[CH3:32])=[CH:21][CH:20]=1)/[CH2:9][CH2:10][C:11]([OH:13])=[O:12] |f:0.1|. Reported procedure: A 1N aqueous saturated solution of sodium hydroxide (5 ml) was added to a solution of ethyl E-4-(2-furyl)-4-[4-(5-methyl-2-phenyl-4-oxazolylmethoxy)benzyloxyimino]butyrate (190 mg) in tetrahydrofuran (10 ml)-methanol (5 ml) and stirred at room temperature for 1 hour. 1N hydrochloric acid (5.5 ml) was added to the reaction mixture and extracted with ethyl acetate. The ethyl acetate layer was washed with an aqueous saturated solution of sodium chloride, dried (MgSO4) and concentrated. The residue ...